This data is from the Open Reaction Database (ORD), a public repository of structured organic reaction records. The task is: describe an organic reaction: reactants, conditions, products, and yield Starting materials: O=C(CBr)c1ccc([N+](=O)[O-])cc1, C1COCCN1, CCOC(C)=O, C1CCOC1, O. The product is O=C(CN1CCOCC1)c1ccc([N+](=O)[O-])cc1. As a reaction SMILES: [Br:1][CH2:2][C:3](=[O:4])[c:5]1[cH:6][cH:7][c:8]([N+:11](=[O:12])[O-:13])[cH:9][cH:10]1.[CH2:14]1[CH2:15][O:16][CH2:17][CH2:18][NH:19]1.[CH3:21][CH2:22][O:23][C:24](=[O:25])[CH3:26].[O:27]1[CH2:28][CH2:29][CH2:30][CH2:31]1.[OH2:20]>>[CH2:2]([C:3](=[O:4])[c:5]1[cH:6][cH:7][c:8]([N+:11](=[O:12])[O-:13])[cH:9][cH:10]1)[N:19]1[CH2:14][CH2:15][O:16][CH2:17][CH2:18]1. Reactants: C(#N)C=1C(=NC=CC1)C (3-cyano-2-methylpyridine), C(#N)C=1C(=NC=CC1)CCC1=CC=CC=C1 (3-cyano-2-phenethylpyridine), C(#N)C=1C(=NC=CC1)CC(C)C1=CC=CC=C1 (3-cyano-2-phenylpropylpyridine), C(#N)C=1C(=NC=CC1)CC (3-cyano-2-ethylpyridine), C(#N)C=1C(=NC=CC1)CC1=CC=CC=C1 (3-cyano-2-benzylpyridine). Yields the product NC1=NC(=C(C2=NC=CC=C12)C)C=1C(=NC=CC1)CC (1-amino-3(2-ethyl-pyridyl)-4-methyl-2,5-naphthyridine). Reaction SMILES: [C:1]([C:3]1[C:4]([CH3:9])=[N:5][CH:6]=[CH:7][CH:8]=1)#[N:2].[C:10]([C:12]1[C:13]([CH2:18][CH3:19])=[N:14][CH:15]=[CH:16][CH:17]=1)#[N:11].[C:20](C1C(CC2C=CC=CC=2)=NC=CC=1)#N.C(C1C(CCC2C=CC=CC=2)=NC=CC=1)#N.C(C1C(CC(C2C=CC=CC=2)C)=NC=CC=1)#N>>[NH2:2][C:1]1[C:3]2[C:4](=[N:5][CH:6]=[CH:7][CH:8]=2)[C:9]([CH3:20])=[C:10]([C:12]2[C:13]([CH2:18][CH3:19])=[N:14][CH:15]=[CH:16][CH:17]=2)[N:11]=1. Procedure details: In a similar manner by substituting the 3-cyano-2-methylpyridine with equivalent quantities of 3-cyano-2-ethylpyridine, 3-cyano-2-benzylpyridine, 3-cyano-2-phenethylpyridine and 3-cyano-2-phenylpropylpyridine and by substantially following the procedure of this example there is produced 1-amino-3(2-ethyl-pyridyl)-4-methyl-2,5-naphthyridine; 1-amino-3-(2-benzyl-3-pyridyl)-4-phenyl-2,5-naphthyridine; 1-amino-3-(2-benzyl-3-pyridyl)-4-phenyl-2,5-naphthyridine; 1-amino-3-(2-phenethyl-3-pyridyl)-4-ben... Starting materials: OC(CN1C2(OC3(CC(NC(C3)(C)C)(C)C)C1=O)CCCCCCCCCCC2)CN2C1(OC3(CC(NC(C3)(C)C)(C)C)C2=O)CCCCCCCCCCC1 (20,20'-(2-hydroxy-1,3-propanediyl)bis[2,2,4,4-tetramethyl-7-oxa-3,20-diazadispiro[5.1.11.2]heneicosan-21-one]), liquid. The solvent is C(C)(=O)OC(C)=O (acetic anhydride). Yields the product C(C)(=O)OC(CN1C2(OC3(CC(N(C(C3)(C)C)C(C)=O)(C)C)C1=O)CCCCCCCCCCC2)CN2C1(OC3(CC(N(C(C3)(C)C)C(C)=O)(C)C)C2=O)CCCCCCCCCCC1 (20,20'-(2-Acetoxy-1,3-propanediyl)bis[3-acetyl-2,2,4,4-tetramethyl-7-oxa-3,20-diazadispiro[5.1.11.2]heneicosan-21-one]). As a reaction SMILES: [OH:1][CH:2]([CH2:30][N:31]1[C:44](=[O:45])[C:34]2([CH2:39][C:38]([CH3:41])([CH3:40])[NH:37][C:36]([CH3:43])([CH3:42])[CH2:35]2)[O:33][C:32]21[CH2:56][CH2:55][CH2:54][CH2:53][CH2:52][CH2:51][CH2:50][CH2:49][CH2:48][CH2:47][CH2:46]2)[CH2:3][N:4]1[C:17](=[O:18])[C:7]2([CH2:12][C:11]([CH3:14])([CH3:13])[NH:10][C:9]([CH3:16])([CH3:15])[CH2:8]2)[O:6][C:5]21[CH2:29][CH2:28][CH2:27][CH2:26][CH2:25][CH2:24][CH2:23][CH2:22][CH2:21][CH2:20][CH2:19]2>C(OC(=O)C)(=O)C>[C:2]([O:1][CH:2]([CH2:3][N:4]1[C:17](=[O:18])[C:7]2([CH2:12][C:11]([CH3:14])([CH3:13])[N:10]([C:17](=[O:18])[CH3:7])[C:9]([CH3:16])([CH3:15])[CH2:8]2)[O:6][C:5]21[CH2:29][CH2:28][CH2:27][CH2:26][CH2:25][CH2:24][CH2:23][CH2:22][CH2:21][CH2:20][CH2:19]2)[CH2:30][N:31]1[C:44](=[O:45])[C:34]2([CH2:35][C:36]([CH3:42])([CH3:43])[N:37]([C:5](=[O:6])[CH3:19])[C:38]([CH3:40])([CH3:41])[CH2:39]2)[O:33][C:32]21[CH2:56][CH2:55][CH2:54][CH2:53][CH2:52][CH2:51][CH2:50][CH2:49][CH2:48][CH2:47][CH2:46]2)(=[O:1])[CH3:3]. Procedure: 39.2 g of 20,20'-(2-hydroxy-1,3-propanediyl)bis[2,2,4,4-tetramethyl-7-oxa-3,20-diazadispiro[5.1.11.2]heneicosan-21-one] were dissolved in 400 cm3 of acetic anhydride and heated so strongly that about 200 cm3 of liquid distilled off over the course of 6 hours. The batch was then evaporated to dryness in vacuo, the residue was taken up in toluene and washed by shaking with dilute hydrogencarbonate solution and water, and the organic phase was dried. After evaporation, the target compound crystalli... Reactants: CC(C)(C)C(=O)C=CC(=O)C(C)(C)C, Cc1ccccc1, c1nc[nH]n1. Yields the product CC(C)(C)C(=O)CC(C(=O)C(C)(C)C)n1cncn1. As a reaction SMILES: [CH3:1][C:2]([CH3:3])([C:4]([CH:5]=[CH:6][C:7]([C:8]([CH3:9])([CH3:10])[CH3:11])=[O:12])=[O:13])[CH3:14].[CH3:20][c:21]1[cH:22][cH:23][cH:24][cH:25][cH:26]1.[nH:15]1[n:16][cH:17][n:18][cH:19]1>>[CH3:1][C:2]([CH3:3])([C:4]([CH:5]([CH2:6][C:7]([C:8]([CH3:9])([CH3:10])[CH3:11])=[O:12])[n:15]1[n:16][cH:17][n:18][cH:19]1)=[O:13])[CH3:14]. Reactants: BrC1=CN=C(S1)C(CC=C)[C@@H]1CC[C@H](CC1)C(=O)OCC (Ethyl trans-4-[1-(5-bromo-1,3-thiazol-2-yl)but-3-en-1-yl]cyclohexanecarboxylate), O (water), C[N+]1(CCOCC1)[O-] (4-methylmorpholine N-oxide), C1CCOC1 (THF). The reagents and catalysts are [Os](=O)(=O)(=O)=O (osmium tetroxide). The solvent is S(=S)(=O)([O-])[O-].[Na+].[Na+] (sodium thiosulfate). Conditions: time 15 minute. Yields the product BrC1=CN=C(S1)C(CC(CO)O)[C@@H]1CC[C@H](CC1)C(=O)OCC (ethyl trans-4-[1-(5-bromo-1,3-thiazol-2-yl)-3,4-dihydroxybutyl]cyclohexanecarboxylate). Reaction SMILES: [Br:1][C:2]1[S:6][C:5]([CH:7]([C@H:11]2[CH2:16][CH2:15][C@H:14]([C:17]([O:19][CH2:20][CH3:21])=[O:18])[CH2:13][CH2:12]2)[CH2:8][CH:9]=[CH2:10])=[N:4][CH:3]=1.C[N+]1([O-])CC[O:26]CC1.C1COCC1.[OH2:35]>S([O-])([O-])(=O)=S.[Na+].[Na+].[Os](=O)(=O)(=O)=O>[Br:1][C:2]1[S:6][C:5]([CH:7]([C@H:11]2[CH2:12][CH2:13][C@H:14]([C:17]([O:19][CH2:20][CH3:21])=[O:18])[CH2:15][CH2:16]2)[CH2:8][CH:9]([OH:26])[CH2:10][OH:35])=[N:4][CH:3]=1 |f:4.5.6|. Procedure: Ethyl trans-4-[1-(5-bromo-1,3-thiazol-2-yl)but-3-en-1-yl]cyclohexanecarboxylate (40 mg, 0.107 mmol), 4-methylmorpholine N-oxide (14 mg, 0.120 mmol), THF (0.8 ml), water (0.4 ml) and osmium tetroxide (0.2 ml, 0.025 mmol). The mixture was stirred at room temperature for 15 min. The mixture was diluted with sodium thiosulfate and extracted with EtOAc. The organic phase was washed with water, brine, dried over sodium sulfate and concentrated in vacuo. The residue was purified on silica gel (0-100% E... Starting materials: Cc1ccccc1, Nc1nc(O)c2c(n1)CCCC2, O=P(Br)(Br)Br. The product is Nc1nc(Br)c2c(n1)CCCC2. As a reaction SMILES: [CH3:18][c:19]1[cH:20][cH:21][cH:22][cH:23][cH:24]1.[NH2:1][c:2]1[n:3][c:4]2[c:9]([c:10]([OH:12])[n:11]1)[CH2:8][CH2:7][CH2:6][CH2:5]2.[P:13]([Br:14])([Br:15])([Br:16])=[O:17]>>[NH2:1][c:2]1[n:3][c:4]2[c:9]([c:10]([Br:15])[n:11]1)[CH2:8][CH2:7][CH2:6][CH2:5]2.